Dataset: the Open Reaction Database (ORD), a public repository of structured organic reaction records. Task: describe an organic reaction: reactants, conditions, products, and yield Starting materials: BrCC1=CC=C(C2=CC=CC=C12)[N+](=O)[O-] (1-Bromomethyl-4-nitronaphthalene), COP(OC)OC (trimethylphosphite). Yields the product [N+](=O)([O-])C1=CC=C(C2=CC=CC=C12)CP(OC)(OC)=O (dimethyl (4-nitro-1-naphthyl)methylphosphonate). Reaction SMILES: Br[CH2:2][C:3]1[C:12]2[C:7](=[CH:8][CH:9]=[CH:10][CH:11]=2)[C:6]([N+:13]([O-:15])=[O:14])=[CH:5][CH:4]=1.[CH3:16][O:17][P:18]([O:21]C)[O:19][CH3:20]>>[N+:13]([C:6]1[C:7]2[C:12](=[CH:11][CH:10]=[CH:9][CH:8]=2)[C:3]([CH2:2][P:18](=[O:21])([O:19][CH3:20])[O:17][CH3:16])=[CH:4][CH:5]=1)([O-:15])=[O:14]. Procedure details: 1-Bromomethyl-4-nitronaphthalene and trimethylphosphite ((CH3O)3P) were treated in the same manner as in Reference Example 43 to yield dimethyl (4-nitro-1-naphthyl)methylphosphonate, which was then recrystallized from ethanol-hexane to yield yellow prisms having a melting point of 128°-129° C. The reactants are BrC=1C(N(N=CC1O)C1=CC(=CC(=C1)F)F)=O (4-Bromo-2-(3,5-difluorophenyl)-5-hydroxypyridazin-3-one), [OH-].[Na+] (sodium hydroxide). The reagents and catalysts are [Pd] (Palladium on carbon). Run in C(C)O (ethanol). Yields the product FC=1C=C(C=C(C1)F)N1N=CC(=CC1=O)O (2-(3,5-Difluorophenyl)-5-hydroxypyridazin-3-one). RXN SMILES: Br[C:2]1[C:3](=[O:17])[N:4]([C:9]2[CH:14]=[C:13]([F:15])[CH:12]=[C:11]([F:16])[CH:10]=2)[N:5]=[CH:6][C:7]=1[OH:8].[OH-].[Na+]>C(O)C.[Pd]>[F:16][C:11]1[CH:10]=[C:9]([N:4]2[C:3](=[O:17])[CH:2]=[C:7]([OH:8])[CH:6]=[N:5]2)[CH:14]=[C:13]([F:15])[CH:12]=1 |f:1.2|. Reported procedure: 4-Bromo-2-(3,5-difluorophenyl)-5-hydroxypyridazin-3-one (0.6 g, 1.98 mmoles) was dissolved in ethanol (50 ml) and 1M sodium hydroxide (4 ml) was added. 10% Palladium on carbon (0.15 g) was added and the flask was placed under an atmosphere of hydrogen (balloon) with stirring. The reaction mixture was stirred overnight at room temperature. Filtered off the catalyst using Hyflo and evaporated to dryness. Added 2M hydrochloric acid and extracted into ethyl acetate. Washed with water and dried over ... Product: Cl.NC1=NC=CC2=CC(=CC=C12)CN (1-amino-6-(aminomethyl)isoquinoline hydrochloride). The solvent is C(C)(=O)O (acetic acid). Reactants: NCC=1C=C2C=CN=C(C2=CC1)NC(C1=CC=CC=C1)=O (N-[6-(aminomethyl)-1-isoquinolinyl]benzamide), Cl (hydrochloric acid). Reaction SMILES: [NH2:1][CH2:2][C:3]1[CH:4]=[C:5]2[C:10](=[CH:11][CH:12]=1)[C:9]([NH:13]C(=O)C1C=CC=CC=1)=[N:8][CH:7]=[CH:6]2.[ClH:22]>C(O)(=O)C>[ClH:22].[NH2:13][C:9]1[C:10]2[C:5](=[CH:4][C:3]([CH2:2][NH2:1])=[CH:12][CH:11]=2)[CH:6]=[CH:7][N:8]=1 |f:3.4|. Procedure details: A solution of 5.8 g of N-[6-(aminomethyl)-1-isoquinolinyl]benzamide in 300 mL of 4N hydrochloric acid and 150 mL of acetic acid was refluxed for 6 hours. The reaction mixture was washed with diethylether to remove benzoic acid and the aqueous solution was concentrated under reduced pressure to give 3.0 g of the title compound. MS (m/e)=173. As a reaction SMILES: [CH3:10][CH2:11][NH2:12].[Cl-:1].[Cl:13][CH2:14][Cl:15].[OH2:16].[s:2]1[c:3]([C:7](=[O:8])[OH:9])[cH:4][cH:5][cH:6]1>>[s:2]1[c:3]([C:7](=[O:9])[NH:12][CH2:11][CH3:10])[cH:4][cH:5][cH:6]1. Starting materials: CCN, [Cl-], ClCCl, O, O=C(O)c1cccs1. The product is CCNC(=O)c1cccs1.